The task is: describe an organic reaction: reactants, conditions, products, and yield. This data is from the Open Reaction Database (ORD), a public repository of structured organic reaction records. Reactants: COC(=O)c1ccc(CBr)cc1, CC#N, c1cnc2nc(Oc3ccc4c(CN5CC6CC5CN6)coc4c3)sc2c1, Cl, Cl, [K+], [K+], O=C([O-])[O-]. Yields the product COC(=O)c1ccc(CN2CC3CC2CN3Cc2coc3cc(Oc4nc5ncccc5s4)ccc23)cc1. As a reaction SMILES: [CH3:30][O:31][C:32]([c:33]1[cH:34][cH:35][c:36]([CH2:39][Br:40])[cH:37][cH:38]1)=[O:41].[CH3:48][C:49]#[N:50].[CH:3]12[N:4]([CH2:10][c:11]3[cH:12][o:13][c:14]4[c:15]3[cH:16][cH:17][c:18]([O:20][c:21]3[s:22][c:23]5[c:24]([n:25][cH:26][cH:27][cH:28]5)[n:29]3)[cH:19]4)[CH2:5][CH:6]([NH:7][CH2:8]1)[CH2:9]2.[ClH:1].[ClH:2].[K+:42].[K+:43].[O-:44][C:45]([O-:46])=[O:47]>>[CH:3]12[N:4]([CH2:10][c:11]3[cH:12][o:13][c:14]4[c:15]3[cH:16][cH:17][c:18]([O:20][c:21]3[s:22][c:23]5[c:24]([n:25][cH:26][cH:27][cH:28]5)[n:29]3)[cH:19]4)[CH2:5][CH:6]([N:7]([CH2:39][c:36]3[cH:35][cH:34][c:33]([C:32]([O:31][CH3:30])=[O:41])[cH:38][cH:37]3)[CH2:8]1)[CH2:9]2. Reactants: BrC=1C=C2N(N=CC(=C2NC2C(CN(C2)C(=O)OCC2=CC=CC=C2)(C)C)C(N)=O)C1 (benzyl 4-((6-bromo-3-carbamoylpyrrolo[1,2-b]pyridazin-4-yl)amino)-3,3-dimethylpyrrolidine-1-carboxylate), COC1=NC=CC(=C1)B(O)O ((2-methoxypyridin-4-yl)boronic acid), CC(C)C1=CC(=C(C(=C1)C(C)C)C2=C(C=CC=C2)P(C3CCCCC3)C4CCCCC4)C(C)C (X-Phos), P(=O)([O-])([O-])[O-].[K+].[K+].[K+] (potassium phosphate), I[Si](C)(C)C (iodotrimethylsilane). The solvent is CCOCC (ether), O1CCOCC1 (1,4-dioxane). Run at temperature 100 celsius, time 1 hour. Yields the product hydroiodide salt, CC1([C@@H](CNC1)NC=1C=2N(N=CC1C(=O)N)C=C(C2)C2=CC(=NC=C2)OC)C ((S)-4-(4,4-dimethylpyrrolidin-3-ylamino)-6-(2-methoxypyridin-4-yl)pyrrolo[1,2-b]pyridazine-3-carboxamide). The yield is 41.7%. Reaction SMILES: Br[C:2]1[CH:3]=[C:4]2[C:9]([NH:10][CH:11]3[CH2:15][N:14](C(OCC4C=CC=CC=4)=O)[CH2:13][C:12]3([CH3:27])[CH3:26])=[C:8]([C:28](=[O:30])[NH2:29])[CH:7]=[N:6][N:5]2[CH:31]=1.[CH3:32][O:33][C:34]1[CH:39]=[C:38](B(O)O)[CH:37]=[CH:36][N:35]=1.CC(C1C=C(C(C)C)C(C2C=CC=CC=2P(C2CCCCC2)C2CCCCC2)=C(C(C)C)C=1)C.P([O-])([O-])([O-])=O.[K+].[K+].[K+].I[Si](C)(C)C>O1CCOCC1.CCOCC>[CH3:27][C:12]1([CH3:26])[CH2:13][NH:14][CH2:15][C@H:11]1[NH:10][C:9]1[C:4]2[N:5]([CH:31]=[C:2]([C:38]3[CH:37]=[CH:36][N:35]=[C:34]([O:33][CH3:32])[CH:39]=3)[CH:3]=2)[N:6]=[CH:7][C:8]=1[C:28]([NH2:29])=[O:30] |f:3.4.5.6|. Procedure details: A solution of benzyl 4-((6-bromo-3-carbamoylpyrrolo[1,2-b]pyridazin-4-yl)amino)-3,3-dimethylpyrrolidine-1-carboxylate (35 mg, 0.072 mmol) in 1,4-dioxane (0.3 mL), was added (2-methoxypyridin-4-yl)boronic acid (14.3 mg, 0.094 mmol), X-Phos (3.43 mg, 7.2 μmol) and potassium phosphate (2 M, 0.115 mL, 0.23 mmol). The reaction vial was purged with nitrogen, sealed and heated at 100° C. for 18 h. The reaction was diluted with ethyl acetate (50 mL), washed with aq. sodium bicarbonate and brine. The org...